Dataset: the Open Reaction Database (ORD), a public repository of structured organic reaction records. Task: describe an organic reaction: reactants, conditions, products, and yield Procedure details: Prepared in analogy to example 31f from 6-(2,3-dihydro-benzofuran-5-yloxy)-4-hydroxy-1-oxo-1,2-dihydro-isoquinoline-3-carboxylic acid butyl ester and POBr3. ESI MS (m/z): 458 (M+H)+. As a reaction SMILES: [CH2:1]([O:5][C:6]([C:8]1[NH:9][C:10](=O)[C:11]2[C:16]([C:17]=1[OH:18])=[CH:15][C:14]([O:19][C:20]1[CH:21]=[CH:22][C:23]3[O:27][CH2:26][CH2:25][C:24]=3[CH:28]=1)=[CH:13][CH:12]=2)=[O:7])[CH2:2][CH2:3][CH3:4].P(Br)(Br)([Br:32])=O>>[CH2:1]([O:5][C:6]([C:8]1[N:9]=[C:10]([Br:32])[C:11]2[C:16]([C:17]=1[OH:18])=[CH:15][C:14]([O:19][C:20]1[CH:21]=[CH:22][C:23]3[O:27][CH2:26][CH2:25][C:24]=3[CH:28]=1)=[CH:13][CH:12]=2)=[O:7])[CH2:2][CH2:3][CH3:4]. Starting materials: C(CCC)OC(=O)C=1NC(C2=CC=C(C=C2C1O)OC=1C=CC2=C(CCO2)C1)=O (6-(2,3-dihydro-benzofuran-5-yloxy)-4-hydroxy-1-oxo-1,2-dihydro-isoquinoline-3-carboxylic acid butyl ester), P(=O)(Br)(Br)Br (POBr3). Product: C(CCC)OC(=O)C=1N=C(C2=CC=C(C=C2C1O)OC=1C=CC2=C(CCO2)C1)Br (1-Bromo-6-(2,3-dihydro-benzofuran-5-yloxy)-4-hydroxy-isoquinoline-3-carboxylic acid butyl ester). Reactants: CC(=CCCC(C)=O)CCC=C(CCC=C(CCC=C(C)C)C)C (6,10,14,18-tetramethyl-5,9,13,17-nonadecatetraene-2-on), [BH4-].[Na+] (sodium borohydride), Cl (hydrochloric acid). Solvent: ice water, CO (methanol). Conditions: time 30 minute. Yields the product CC(=CCCC(C)O)CCC=C(CCC=C(CCC=C(C)C)C)C (6,10,14,18-tetramethyl-5,9,13,17-nonadecatetraene-2-ol). Isolated yield 99.4%. As a reaction SMILES: [CH3:1][C:2]([CH2:9][CH2:10][CH:11]=[C:12]([CH3:24])[CH2:13][CH2:14][CH:15]=[C:16]([CH3:23])[CH2:17][CH2:18][CH:19]=[C:20]([CH3:22])[CH3:21])=[CH:3][CH2:4][CH2:5][C:6](=[O:8])[CH3:7].[BH4-].[Na+].Cl>CO>[CH3:1][C:2]([CH2:9][CH2:10][CH:11]=[C:12]([CH3:24])[CH2:13][CH2:14][CH:15]=[C:16]([CH3:23])[CH2:17][CH2:18][CH:19]=[C:20]([CH3:22])[CH3:21])=[CH:3][CH2:4][CH2:5][CH:6]([OH:8])[CH3:7] |f:1.2|. Procedure: 1 g of 6,10,14,18-tetramethyl-5,9,13,17-nonadecatetraene-2-on was dissolved in 20 ml. of methanol. 60 mg of sodium borohydride was added to the solution and the whole was stirred for 30 minutes. The reaction liquid was poured in ice-water. Dilute hydrochloric acid solution was added thereto to make the same acidic. The liquid was then subjected to the extraction with 50 ml. of n-hexane. The extract was washed with water and dried with magnesium sulfate. The solvent was distilled out to obtain 1 ... The reactants are OC=1C=C(C=O)C=CC1O (3,4-dihydroxybenzaldehyde), C(#N)CC(=S)N (cyanothioacetamide), ice water. Reagents/catalysts: N1CCCCC1 (piperidine). Run in C(C)O (ethanol). Product: C(#N)C(C(N)=S)=CC1=CC(=C(C=C1)O)O (α-Cyano-3,4-dihydroxycinnamthioamide). Isolated yield 40.9%. Reaction SMILES: [OH:1][C:2]1[CH:3]=[C:4]([CH:7]=[CH:8][C:9]=1[OH:10])[CH:5]=O.[C:11]([CH2:13][C:14]([NH2:16])=[S:15])#[N:12]>C(O)C.N1CCCCC1>[C:11]([C:13](=[CH:5][C:4]1[CH:7]=[CH:8][C:9]([OH:10])=[C:2]([OH:1])[CH:3]=1)[C:14](=[S:15])[NH2:16])#[N:12]. Procedure details: To 0.83 g (6mmol) 3,4-dihydroxybenzaldehyde and 0.7 g (7 mmol) cyanothioacetamide in 30 ml ethanol was added 4 drops of piperidine. The mixture was refluxed for 1 hour, poured into ice water, filtered and dried, giving 0.54 g (41% yield) of an orange solid, m.p. 213° C. Calculated analysis for C10H8N2O2S: C=54.54, H=3.64, N=12.73; found: C=54.44, H=3.87, N=12.91. Reactants: Cl[Si](C)(C)C (Chlorotrimethylsilane), C1(=CC=CC=2C3=CC=CC=C3CC12)COC(=O)Cl (fluorenylmethoxycarbonyl chloride), NC=1C=C(C(=O)O)C(=CC1C(C1=CC=CC=C1)=O)Cl (3-amino-4-benzoyl-6-chlorobenzoic acid), N1=CC=CC=C1 (pyridine). Solvent: C(C)(=O)OCC (ethyl acetate), C(C)(=O)OCC.CCCCCC.C(C)(=O)O (ethyl acetate hexane acetic acid), C(Cl)Cl (CH2Cl2), C(Cl)Cl (CH2Cl2). Run at temperature 0 celsius, time 1 hour. The product is C(C1=CC=CC=C1)(=O)C1=C(C=C(C(=O)O)C(=C1)Cl)NC(=O)OCC1=CC=CC=2C3=CC=CC=C3CC12 (4-Benzoyl-6-chloro-3-fluorenylmethoxycarbonylaminobenzoic acid). The yield is 64.0%. As a reaction SMILES: [NH2:1][C:2]1[CH:3]=[C:4]([C:8]([Cl:19])=[CH:9][C:10]=1[C:11](=[O:18])[C:12]1[CH:17]=[CH:16][CH:15]=[CH:14][CH:13]=1)[C:5]([OH:7])=[O:6].Cl[Si](C)(C)C.N1C=CC=CC=1.[C:31]1([CH2:44][O:45][C:46](Cl)=[O:47])[C:43]2[CH2:42][C:41]3[C:36](=[CH:37][CH:38]=[CH:39][CH:40]=3)[C:35]=2[CH:34]=[CH:33][CH:32]=1>C(Cl)Cl.C(OCC)(=O)C.CCCCCC.C(O)(=O)C.C(OCC)(=O)C>[C:11]([C:10]1[CH:9]=[C:8]([Cl:19])[C:4]([C:5]([OH:7])=[O:6])=[CH:3][C:2]=1[NH:1][C:46]([O:45][CH2:44][C:31]1[C:43]2[CH2:42][C:41]3[C:36](=[CH:37][CH:38]=[CH:39][CH:40]=3)[C:35]=2[CH:34]=[CH:33][CH:32]=1)=[O:47])(=[O:18])[C:12]1[CH:17]=[CH:16][CH:15]=[CH:14][CH:13]=1 |f:5.6.7|. Procedure: A solution was prepared by diluting 3-amino-4-benzoyl-6-chlorobenzoic acid (5.59 g, 20.3 mmol) with approximately 70 mL of CH2Cl2. Chlorotrimethylsilane (5.50 g, 51 mmol, 2.5 equivalents) was added by syringe and the resulting white slurry was heated at gentle reflux for 1.5 hours. After cooling the mixture to 0° C., pyridine (3.69 g, 46.7 mmol, 2.3 equivalents) was added by syringe, immediately followed by addition of fluorenylmethoxycarbonyl chloride (5.78 g, 22.3 mmol, 1.1 equivalents). The r... Yields the product ClC1=CC=C(C=C1)C1C(N=C(N1)C1=C(C=C(C=C1)OC)OCCF)CCC (5-(4-Chloro-phenyl)-2-[2-(2-fluoro-ethoxy)-4-methoxy-phenyl]-4-propyl-4,5-dihydro-1H-imidazole). The reactants are ClC1=CC=C(C=C1)C(C(CCC)N)N (1-(4-chloro-phenyl)-pentane-1,2-diamine), Cl.FCCOC1=C(C(OCC)=N)C=CC(=C1)OC (ethyl 2-(2-fluoro-ethoxy)-4-methoxy-benzimidate hydrochloride), ClC1=CC=C(C=C1)C1C(N=C(N1)C1=C(C=C(C=C1)OC)OCC)CC1CCCC1 (5-(4-chloro-phenyl)-4-cyclopentylmethyl-2-(2-ethoxy-4-methoxy-phenyl)-4,5-dihydro-1H-imidazole). Procedure details: 5-(4-Chloro-phenyl)-2-[2-(2-fluoro-ethoxy)-4-methoxy-phenyl]-4-propyl-4,5-dihydro-1H-imidazole was prepared from 1-(4-chloro-phenyl)-pentane-1,2-diamine and ethyl 2-(2-fluoro-ethoxy)-4-methoxy-benzimidate hydrochloride in an analogous manner as described for the preparation of 5-(4-chloro-phenyl)-4-cyclopentylmethyl-2-(2-ethoxy-4-methoxy-phenyl)-4,5-dihydro-1H-imidazole (Example 9). HR-MS (ES, m/z) observed 391.1587, calculated for C21H25N2O2FCl [(M+H)+]391.1583. Reaction SMILES: [Cl:1][C:2]1[CH:7]=[CH:6][C:5]([CH:8]([NH2:14])[CH:9]([NH2:13])[CH2:10][CH2:11][CH3:12])=[CH:4][CH:3]=1.Cl.[F:16][CH2:17][CH2:18][O:19][C:20]1[CH:30]=[C:29]([O:31][CH3:32])[CH:28]=[CH:27][C:21]=1[C:22](=N)OCC.ClC1C=CC(C2NC(C3C=CC(OC)=CC=3OCC)=NC2CC2CCCC2)=CC=1>>[Cl:1][C:2]1[CH:3]=[CH:4][C:5]([CH:8]2[NH:14][C:22]([C:21]3[CH:27]=[CH:28][C:29]([O:31][CH3:32])=[CH:30][C:20]=3[O:19][CH2:18][CH2:17][F:16])=[N:13][CH:9]2[CH2:10][CH2:11][CH3:12])=[CH:6][CH:7]=1 |f:1.2|.